This data is from the Open Reaction Database (ORD), a public repository of structured organic reaction records. The task is: describe an organic reaction: reactants, conditions, products, and yield Reactants: O=C([O-])O, CO, Cl, CC1CCCCN1c1ccc(C(F)(F)F)cc1[N+](=O)[O-], [Na+], Cl[Sn]Cl. Product: CC1CCCCN1c1ccc(C(F)(F)F)cc1N. RXN SMILES: [C:25](=[O:26])([O-:27])[OH:28].[CH3:30][OH:31].[ClH:1].[N+:5]([O-:6])(=[O:7])[c:8]1[c:9]([N:18]2[CH:19]([CH3:24])[CH2:20][CH2:21][CH2:22][CH2:23]2)[cH:10][cH:11][c:12]([C:14]([F:15])([F:16])[F:17])[cH:13]1.[Na+:29].[Sn:2]([Cl:3])[Cl:4]>>[NH2:5][c:8]1[c:9]([N:18]2[CH:19]([CH3:24])[CH2:20][CH2:21][CH2:22][CH2:23]2)[cH:10][cH:11][c:12]([C:14]([F:15])([F:16])[F:17])[cH:13]1.